From a dataset of the Open Reaction Database (ORD), a public repository of structured organic reaction records. describe an organic reaction: reactants, conditions, products, and yield Starting materials: ClC=1C=C(CN)C=CC1 (3-chlorobenzylamine), O=C1N(C2=CC=CC=C2C12C1=C(OC2)C=C2OCCC2=C1)CC=1C=C(C(=O)O)C=CC1 (3-[(2′-oxo-5,6-dihydrospiro[benzo[1,2-b:5,4-b′]difuran-3,3′-indol]-1′(2′H)-yl)methyl]benzoic acid), C1(CCCCC1)CN (cyclohexanemethylamine), O=C1N(C2=CC=CC=C2C12C1=C(OC2)C=C2OCCC2=C1)CC1=C(C(=O)O)C=CC=C1 (2-[(2′-oxo-5,6-dihydrospiro[benzo[1,2-b:5,4-b′]difuran-3,3′-indol]-1′(2′H)-yl)methyl]benzoic acid). The product is ClC=1C=C(CNC(C2=C(C=CC=C2)CN2C(C3(C4=CC=CC=C24)C2=C(OC3)C=C3OCCC3=C2)=O)=O)C=CC1 (N-(3-chlorobenzyl)-2-[(2′-oxo-5,6-dihydrospiro[benzo[1,2-b:5,4-b′]difuran-3,3′-indol]-1′(2′H)-yl)methyl]benzamide). Reaction SMILES: [Cl:1][C:2]1[CH:3]=[C:4]([CH:7]=[CH:8][CH:9]=1)[CH2:5][NH2:6].C1(CN)CCCCC1.[O:18]=[C:19]1[C:27]2([CH2:31][O:30][C:29]3[CH:32]=[C:33]4[C:37](=[CH:38][C:28]2=3)[CH2:36][CH2:35][O:34]4)[C:26]2[C:21](=[CH:22][CH:23]=[CH:24][CH:25]=2)[N:20]1[CH2:39][C:40]1[CH:48]=[CH:47][CH:46]=[CH:45][C:41]=1[C:42](O)=[O:43].O=C1C2(COC3C=C4C(=CC2=3)CCO4)C2C(=CC=CC=2)N1CC1C=C(C=CC=1)C(O)=O>>[Cl:1][C:2]1[CH:3]=[C:4]([CH:7]=[CH:8][CH:9]=1)[CH2:5][NH:6][C:42](=[O:43])[C:41]1[CH:45]=[CH:46][CH:47]=[CH:48][C:40]=1[CH2:39][N:20]1[C:21]2[C:26](=[CH:25][CH:24]=[CH:23][CH:22]=2)[C:27]2([CH2:31][O:30][C:29]3[CH:32]=[C:33]4[C:37](=[CH:38][C:28]2=3)[CH2:36][CH2:35][O:34]4)[C:19]1=[O:18]. Procedure: Following the procedure as described in EXAMPLE 12 and making non-critical variations using 3-chlorobenzylamine to replace cyclohexanemethylamine, and 2-[(2′-oxo-5,6-dihydrospiro[benzo[1,2-b:5,4-b′]difuran-3,3′-indol]-1′(2′H)-yl)methyl]benzoic acid to replace 3-[(2′-oxo-5,6-dihydrospiro[benzo[1,2-b:5,4-b′]difuran-3,3′-indol]-1′(2′H)-yl)methyl]benzoic acid, N-(3-chlorobenzyl)-2-[(2′-oxo-5,6-dihydrospiro[benzo[1,2-b:5,4-b′]difuran-3,3′-indol]-1′(2′H)-yl)methyl]benzamide was obtained (84%) as a col... Reactants: C(#N)C1=CC=C(C(=N1)O[C@@H]1CN(CC1)C(=O)OC(C)(C)C)C ((S)-tert-butyl 3-((6-cyano-3-methylpyridin-2-yl)oxy)pyrrolidine-1-carboxylate), CN1CCCC1=O (NMP), N(N)C(=O)OCC (ethyl hydrazinecarboxylate). The solvent is CCOC(=O)C (EtOAc). Run at temperature 175 celsius. Product: CC=1C(=NC(=CC1)C1=NNC(N1)=O)O[C@@H]1CN(CC1)C(=O)OC(C)(C)C ((S)-tert-butyl 3-((3-methyl-6-(5-oxo-4,5-dihydro-1H-1,2,4-triazol-3-yl)pyridin-2-yl)oxy)pyrrolidine-1-carboxylate). Yield: 4.4%. As a reaction SMILES: [C:1]([C:3]1[N:8]=[C:7]([O:9][C@H:10]2[CH2:14][CH2:13][N:12]([C:15]([O:17][C:18]([CH3:21])([CH3:20])[CH3:19])=[O:16])[CH2:11]2)[C:6]([CH3:22])=[CH:5][CH:4]=1)#[N:2].C[N:24]1[C:28](=[O:29])CCC1.[NH:30](C(OCC)=O)N>CCOC(C)=O>[CH3:22][C:6]1[C:7]([O:9][C@H:10]2[CH2:14][CH2:13][N:12]([C:15]([O:17][C:18]([CH3:19])([CH3:21])[CH3:20])=[O:16])[CH2:11]2)=[N:8][C:3]([C:1]2[NH:30][C:28](=[O:29])[NH:24][N:2]=2)=[CH:4][CH:5]=1. Procedure details: To the reaction mixture containing (S)-tert-butyl 3-((6-cyano-3-methylpyridin-2-yl)oxy)pyrrolidine-1-carboxylate (1.095 g) was added NMP (1.5 mL) and ethyl hydrazinecarboxylate (0.752 g, 7.22 mmol). The mixture was heated at 175° C. for 1.5 days and was subsequently cooled and diluted with EtOAc. The organic phase was washed with aqueous NH4Cl, dried, and concentrated. The crude product was purified by preparative HPLC eluting with a gradient of 35-60% ACN in water (acid mode) to give the title ... As a reaction SMILES: [CH3:38][O:39][CH2:40][CH2:41][O:42][CH2:43][CH2:44][O:45][CH3:46].[Cl:10][c:11]1[n:12][c:13]2[cH:14][cH:15][cH:16][cH:17][c:18]2[c:19]2[c:20]1[n:21][cH:22][n:23]2[CH2:24][CH2:25][O:26][CH2:27][C:28]#[CH:29].[H-:1].[Na+:2].[Na+:37].[O-:30][c:31]1[cH:32][cH:33][cH:34][cH:35][cH:36]1.[OH:3][c:4]1[cH:5][cH:6][cH:7][cH:8][cH:9]1>>[O:3]([c:4]1[cH:5][cH:6][cH:7][cH:8][cH:9]1)[c:11]1[n:12][c:13]2[cH:14][cH:15][cH:16][cH:17][c:18]2[c:19]2[c:20]1[n:21][cH:22][n:23]2[CH2:24][CH2:25][O:26][CH2:27][C:28]#[CH:29]. Starting materials: COCCOCCOC, C#CCOCCn1cnc2c(Cl)nc3ccccc3c21, [H-], [Na+], [Na+], [O-]c1ccccc1, Oc1ccccc1. The product is C#CCOCCn1cnc2c(Oc3ccccc3)nc3ccccc3c21. Reactants: N1CCNCC1 (piperazine), Cl (HCl), ClC1=CC2=C(SC3=C(C(N2)=O)C=CC=C3)C=C1 (8-chloro-10H-dibenzo[b,f][1,4]thiazepin-11-one), CN(C1=CC=CC=C1)C (N,N-dimethylaniline), O=P(Cl)(Cl)Cl (POCl3). Solvent: C1(=CC=CC=C1)C (Toluene), C1(=CC=CC=C1)C (toluene). Conditions: temperature 100 celsius, time 2 hour. Yields the product ClC1=CC2=C(SC3=C(C(=N2)N2CCNCC2)C=CC=C3)C=C1 (8-Chloro-11-(piperazin-1-yl)-dibenzo[b,f][1,4]thiazepine). Isolated yield 13.3%. As a reaction SMILES: [Cl:1][C:2]1[CH:17]=[CH:16][C:5]2[S:6][C:7]3[CH:15]=[CH:14][CH:13]=[CH:12][C:8]=3[C:9](=O)[NH:10][C:4]=2[CH:3]=1.CN(C)C1C=CC=CC=1.O=P(Cl)(Cl)Cl.[NH:32]1[CH2:37][CH2:36][NH:35][CH2:34][CH2:33]1.Cl>C1(C)C=CC=CC=1>[Cl:1][C:2]1[CH:17]=[CH:16][C:5]2[S:6][C:7]3[CH:15]=[CH:14][CH:13]=[CH:12][C:8]=3[C:9]([N:32]3[CH2:37][CH2:36][NH:35][CH2:34][CH2:33]3)=[N:10][C:4]=2[CH:3]=1. Procedure details: To a mixture of 8-chloro-10H-dibenzo[b,f][1,4]thiazepin-11-one (189JO13) (38 mg, 0.15 mmol) and N,N-dimethylaniline (46 μL, 0.36 mmol) in toluene was added POCl3 (27 μL, 0.29 mmol) and the resulting mixture was stirred for 2 h at 100° C., and then concentrated. Toluene (2 mL) and piperazine (62 mg, 0.73 mmol) were added, and the resulting mixture was stirred at 100° C. for 3 h, and then allowed to obtain room temperature. To the mixture was added aqueous HCl (1 mL, 2 M) and then the aqueous phas... The reactants are CC(C)(C)OC(=O)N1CC2CNCC2C1, CC(C)O, N#Cc1ccc(OCC2CO2)cc1. As a reaction SMILES: [CH2:14]1[N:15]([C:22](=[O:23])[O:24][C:25]([CH3:26])([CH3:27])[CH3:28])[CH2:16][CH:17]2[CH:18]1[CH2:19][NH:20][CH2:21]2.[CH:29]([OH:30])([CH3:31])[CH3:32].[O:1]1[CH:2]([CH2:4][O:5][c:6]2[cH:7][cH:8][c:9]([C:10]#[N:11])[cH:12][cH:13]2)[CH2:3]1>>[OH:1][CH:2]([CH2:3][N:20]1[CH2:19][CH:18]2[CH2:14][N:15]([C:22](=[O:23])[O:24][C:25]([CH3:26])([CH3:27])[CH3:28])[CH2:16][CH:17]2[CH2:21]1)[CH2:4][O:5][c:6]1[cH:7][cH:8][c:9]([C:10]#[N:11])[cH:12][cH:13]1. Yields the product CC(C)(C)OC(=O)N1CC2CN(CC(O)COc3ccc(C#N)cc3)CC2C1. Starting materials: Cc1nc(OC(C)C(=O)N(C)C2CCN(Cc3ccccc3)CC2)nc(C)c1NC(=O)OC(C)(C)C, C[Si](C)(C)[N-][Si](C)(C)C, CI, [Cl-], [K+], [NH4+], C1CCOC1. The product is Cc1nc(OC(C)C(=O)N(C)C2CCN(Cc3ccccc3)CC2)nc(C)c1N(C)C(=O)OC(C)(C)C. Reaction SMILES: [CH2:1]([c:2]1[cH:3][cH:4][cH:5][cH:6][cH:7]1)[N:8]1[CH2:9][CH2:10][CH:11]([N:14]([C:15]([CH:16]([CH3:17])[O:18][c:19]2[n:20][c:21]([CH3:34])[c:22]([NH:26][C:27]([O:28][C:29]([CH3:30])([CH3:31])[CH3:32])=[O:33])[c:23]([CH3:25])[n:24]2)=[O:35])[CH3:36])[CH2:12][CH2:13]1.[CH3:37][Si:38]([N-:39][Si:40]([CH3:41])([CH3:42])[CH3:43])([CH3:44])[CH3:45].[CH3:47][I:48].[Cl-:49].[K+:46].[NH4+:50].[O:51]1[CH2:52][CH2:53][CH2:54][CH2:55]1>>[CH2:1]([c:2]1[cH:3][cH:4][cH:5][cH:6][cH:7]1)[N:8]1[CH2:9][CH2:10][CH:11]([N:14]([C:15]([CH:16]([CH3:17])[O:18][c:19]2[n:20][c:21]([CH3:34])[c:22]([N:26]([C:27]([O:28][C:29]([CH3:30])([CH3:31])[CH3:32])=[O:33])[CH3:37])[c:23]([CH3:25])[n:24]2)=[O:35])[CH3:36])[CH2:12][CH2:13]1. Reactants: Cl (hydrochloric acid), NC1=CC=C(C=C1)CCN1C(NC2=C(C(=CC=C2C1=O)OC)OCCCCC)=O (3-[2-(4-aminophenyl)ethyl]-7-methoxy-8-pentyloxy-1H-quinazoline-2,4-dione). Run in C(C)O (ethanol), C(C)O (ethanol). Yields the product Cl.NC1=CC=C(C=C1)CCN1C(NC2=C(C(=CC=C2C1=O)OC)OCCCCC)=O (3-[2-(4-aminophenyl)ethyl]-7-methoxy-8-pentyloxy-1H-quinazoline-2,4-dione hydrochloride). The yield is 92.4%. RXN SMILES: [NH2:1][C:2]1[CH:7]=[CH:6][C:5]([CH2:8][CH2:9][N:10]2[C:19](=[O:20])[C:18]3[C:13](=[C:14]([O:23][CH2:24][CH2:25][CH2:26][CH2:27][CH3:28])[C:15]([O:21][CH3:22])=[CH:16][CH:17]=3)[NH:12][C:11]2=[O:29])=[CH:4][CH:3]=1.[ClH:30]>C(O)C>[ClH:30].[NH2:1][C:2]1[CH:7]=[CH:6][C:5]([CH2:8][CH2:9][N:10]2[C:19](=[O:20])[C:18]3[C:13](=[C:14]([O:23][CH2:24][CH2:25][CH2:26][CH2:27][CH3:28])[C:15]([O:21][CH3:22])=[CH:16][CH:17]=3)[NH:12][C:11]2=[O:29])=[CH:4][CH:3]=1 |f:3.4|. Reported procedure: 3-[2-(4-Aminophenyl)ethyl]-7-methoxy-8-pentyloxy-1H-quinazoline-2,4-dione (28.0 g, 70.4 mmol) obtained in Example 7-40 and ethanol (500 ml) were mixed, and the mixture was refluxed under heating until the crystals were completely dissolved. Concentrated hydrochloric acid (5.93 ml, 70.4 mmol) was added dropwise to this solution, and ethanol (200 ml) was further added. The mixture was cooled to room temperature, and the precipitated crystals were collected by filtration to give 3-[2-(4-aminophenyl... Reactants: OC1=CC=CC2=C1C=C(O2)C (4-Hydroxy-2-methylbenzofuran), BrCC1=C(C(=O)OC)C=CC=C1 (methyl 2-bromomethylbenzoate), C([O-])([O-])=O.[K+].[K+] (potassium carbonate), [I-].[Na+] (sodium iodide). Run in CO (methanol). Product: CC=1OC2=C(C1)C(=CC=C2)OCC2=C(C(=O)OC)C=CC=C2 (methyl 2-(2-methyl-4-benzofuranyloxymethyl)benzoate). RXN SMILES: [OH:1][C:2]1[C:7]2[CH:8]=[C:9]([CH3:11])[O:10][C:6]=2[CH:5]=[CH:4][CH:3]=1.Br[CH2:13][C:14]1[CH:23]=[CH:22][CH:21]=[CH:20][C:15]=1[C:16]([O:18][CH3:19])=[O:17].C(=O)([O-])[O-].[K+].[K+].[I-].[Na+]>CO>[CH3:11][C:9]1[O:10][C:6]2[CH:5]=[CH:4][CH:3]=[C:2]([O:1][CH2:13][C:14]3[CH:23]=[CH:22][CH:21]=[CH:20][C:15]=3[C:16]([O:18][CH3:19])=[O:17])[C:7]=2[CH:8]=1 |f:2.3.4,5.6|. Reported procedure: 4-Hydroxy-2-methylbenzofuran (2/3 g, 14.4 M), methyl 2-bromomethylbenzoate (3.29 g, 14.4 mM), anhydrous potassium carbonate (2.135 g), sodium iodide (87 mg) and methanol (20 ml) were reacted together in an analogous manner to that described in Example 5(A) to give methyl 2-(2-methyl-4-benzofuranyloxymethyl)benzoate, m.p. 93°-95° C. (Found: C, 72.74; H, 5.26. C18H16O4 required C, 72.96; H, 5.44%). Reactants: CCOc1nc2cccc(C(=O)OC(C)(C)OC(=O)Oc3ccc([N+](=O)[O-])cc3)c2n1Cc1ccc(-c2ccccc2-c2nnnn2C(c2ccccc2)(c2ccccc2)c2ccccc2)cc1, ClCCl, CC(CCO)C(O[N+](=O)[O-])C(C)O[N+](=O)[O-]. Product: CCOc1nc2cccc(C(=O)OC(C)(C)OC(=O)OCCC(C)C(O[N+](=O)[O-])C(C)O[N+](=O)[O-])c2n1Cc1ccc(-c2ccccc2-c2nnnn2C(c2ccccc2)(c2ccccc2)c2ccccc2)cc1. Reaction SMILES: [CH2:17]([CH3:18])[O:19][c:20]1[n:21][c:22]2[c:23]([n:24]1[CH2:25][c:26]1[cH:27][cH:28][c:29](-[c:32]3[c:33](-[c:38]4[n:39][n:40][n:41][n:42]4[C:43]([c:44]4[cH:45][cH:46][cH:47][cH:48][cH:49]4)([c:50]4[cH:51][cH:52][cH:53][cH:54][cH:55]4)[c:56]4[cH:57][cH:58][cH:59][cH:60][cH:61]4)[cH:34][cH:35][cH:36][cH:37]3)[cH:30][cH:31]1)[c:62]([C:66](=[O:67])[O:68][C:69]([CH3:70])([O:71][C:72](=[O:73])[O:74][c:75]1[cH:76][cH:77][c:78]([N+:79]([O-:80])=[O:81])[cH:82][cH:83]1)[CH3:84])[cH:63][cH:64][cH:65]2.[Cl:85][CH2:86][Cl:87].[N+:1](=[O:2])([O:3][CH:4]([CH3:5])[CH:6]([CH:7]([CH2:8][CH2:9][OH:10])[CH3:11])[O:12][N+:13](=[O:14])[O-:15])[O-:16]>>[N+:1](=[O:2])([O:3][CH:4]([CH3:5])[CH:6]([CH:7]([CH2:8][CH2:9][O:10][C:72]([O:71][C:69]([O:68][C:66]([c:62]1[c:23]2[c:22]([n:21][c:20]([O:19][CH2:17][CH3:18])[n:24]2[CH2:25][c:26]2[cH:27][cH:28][c:29](-[c:32]3[c:33](-[c:38]4[n:39][n:40][n:41][n:42]4[C:43]([c:44]4[cH:45][cH:46][cH:47][cH:48][cH:49]4)([c:50]4[cH:51][cH:52][cH:53][cH:54][cH:55]4)[c:56]4[cH:57][cH:58][cH:59][cH:60][cH:61]4)[cH:34][cH:35][cH:36][cH:37]3)[cH:30][cH:31]2)[cH:65][cH:64][cH:63]1)=[O:67])([CH3:70])[CH3:84])=[O:73])[CH3:11])[O:12][N+:13](=[O:14])[O-:15])[O-:16].